This data is from the Open Reaction Database (ORD), a public repository of structured organic reaction records. The task is: describe an organic reaction: reactants, conditions, products, and yield Starting materials: CO, CC(C)CCN, COC(C=O)OC, O. Yields the product COC(CNCCC(C)C)OC. Reaction SMILES: [CH3:14][OH:15].[CH3:1][CH:2]([CH2:3][CH2:4][NH2:5])[CH3:6].[CH3:7][O:8][CH:9]([CH:10]=[O:11])[O:12][CH3:13].[OH2:16]>>[CH3:1][CH:2]([CH2:3][CH2:4][NH:5][CH2:10][CH:9]([O:8][CH3:7])[O:12][CH3:13])[CH3:6]. Reactants: CC(C)O, COC(=O)c1cc(C(C)C(O)(Cn2cncn2)c2ccc(F)cc2F)ccn1, NN, O. Yields the product CC(c1ccnc(C(=O)NN)c1)C(O)(Cn1cncn1)c1ccc(F)cc1F. Reaction SMILES: [CH:32]([OH:33])([CH3:34])[CH3:35].[F:1][c:2]1[c:3]([C:9]([CH2:10][n:11]2[n:12][cH:13][n:14][cH:15]2)([CH:16]([CH3:17])[c:18]2[cH:19][c:20]([C:24]([O:26][CH3:25])=[O:27])[n:21][cH:22][cH:23]2)[OH:28])[cH:4][cH:5][c:6]([F:8])[cH:7]1.[NH2:30][NH2:31].[OH2:29]>>[F:1][c:2]1[c:3]([C:9]([CH2:10][n:11]2[n:12][cH:13][n:14][cH:15]2)([CH:16]([CH3:17])[c:18]2[cH:19][c:20]([C:24](=[O:26])[NH:30][NH2:31])[n:21][cH:22][cH:23]2)[OH:28])[cH:4][cH:5][c:6]([F:8])[cH:7]1. Starting materials: C(C)(=O)O[BH-](OC(C)=O)OC(C)=O.[Na+] (Sodium tri(acetoxy)borohydride), O=C1CCN(CC1)C(=O)OC(C)(C)C (1,1-dimethylethyl 4-oxo-1-piperidinecarboxylate), FC1=CC=C(N)C=C1 (4-fluoroaniline), C(C)(=O)O (acetic acid). The solvent is ClCCCl (1,2-DCE). Conditions: time 24 hour. Yields the product FC1=CC=C(C=C1)NC1CCN(CC1)C(=O)OC(C)(C)C (1,1-Dimethylethyl 4-[(4-fluorophenyl)amino]-1-piperidinecarboxylate), crude solid. Reaction SMILES: O=[C:2]1[CH2:7][CH2:6][N:5]([C:8]([O:10][C:11]([CH3:14])([CH3:13])[CH3:12])=[O:9])[CH2:4][CH2:3]1.[F:15][C:16]1[CH:22]=[CH:21][C:19]([NH2:20])=[CH:18][CH:17]=1.C(O)(=O)C.C(O[BH-](OC(=O)C)OC(=O)C)(=O)C.[Na+]>ClCCCl>[F:15][C:16]1[CH:22]=[CH:21][C:19]([NH:20][CH:2]2[CH2:7][CH2:6][N:5]([C:8]([O:10][C:11]([CH3:14])([CH3:13])[CH3:12])=[O:9])[CH2:4][CH2:3]2)=[CH:18][CH:17]=1 |f:3.4|. Reported procedure: A solution of 1,1-dimethylethyl 4-oxo-1-piperidinecarboxylate (1 g, 5 mmol), 4-fluoroaniline (0.56 g, 5 mmol) and acetic acid (0.26 ml, 5 mmol) in 1,2-DCE (30 ml) was stirred at room temperature for 24 h. Sodium tri(acetoxy)borohydride (1.48 g, 7 mmol) was then added and stirring continued for 24 h. The reaction mixture was washed with water, dried (MgSO4) and then concentrated in vacuo to give the title compound as a crude solid (1.6 g). δH (CDCl3, 250 MHz) 6.88 (2H, t), 6.54 (2H, dd), 4.04 (2H... The reactants are NCC(C(F)(F)F)(CC(C)(C)C1=C(C=CC(=C1)F)OC)O (2-(aminomethyl)-1,1,1-trifluoro-4-[5-fluoro-2-(methyloxy)phenyl]-4-methyl-2-pentanol), NCC(C(F)(F)F)(CC(C)(C)C1=C(C=CC(=C1)F)OC)O (2-(aminomethyl)-1,1,1-trifluoro-4-[5-fluoro-2-(methyloxy)phenyl]-4-methyl-2-pentanol), BrC1=C2C=NN(C2=CC(=C1)C)C1=CC=C(C=C1)F (4-bromo-1-(4-fluorophenyl)-6-methyl-1H-indazole), BrC1=C2C=NN(C2=CC(=C1)C)C1=CC=C(C=C1)F (4-bromo-1-(4-fluorophenyl)-6-methyl-1H-indazole). Yields the product FC(C(CC(C)(C)C1=C(C=CC(=C1)F)OC)(O)CNC1=C2C=NN(C2=CC(=C1)C)C1=CC=C(C=C1)F)(F)F (1,1,1-Trifluoro-4-[5-fluoro-2-(methyloxy)phenyl]-2-({[1-(4-fluorophenyl)-6-methyl-1H-indazol-4-yl]amino}methyl)-4-methyl-2-pentanol). Reaction SMILES: [NH2:1][CH2:2][C:3]([OH:21])([CH2:8][C:9]([C:12]1[CH:17]=[C:16]([F:18])[CH:15]=[CH:14][C:13]=1[O:19][CH3:20])([CH3:11])[CH3:10])[C:4]([F:7])([F:6])[F:5].Br[C:23]1[CH:31]=[C:30]([CH3:32])[CH:29]=[C:28]2[C:24]=1[CH:25]=[N:26][N:27]2[C:33]1[CH:38]=[CH:37][C:36]([F:39])=[CH:35][CH:34]=1>>[F:5][C:4]([F:7])([F:6])[C:3]([CH2:2][NH:1][C:23]1[CH:31]=[C:30]([CH3:32])[CH:29]=[C:28]2[C:24]=1[CH:25]=[N:26][N:27]2[C:33]1[CH:38]=[CH:37][C:36]([F:39])=[CH:35][CH:34]=1)([OH:21])[CH2:8][C:9]([C:12]1[CH:17]=[C:16]([F:18])[CH:15]=[CH:14][C:13]=1[O:19][CH3:20])([CH3:11])[CH3:10]. Procedure: Prepared similarly to Example 25 from 2-(aminomethyl)-1,1,1-trifluoro-4-[5-fluoro-2-(methyloxy)phenyl]-4-methyl-2-pentanol (Intermediate 18) and 4-bromo-1-(4-fluorophenyl)-6-methyl-1H-indazole (Intermediate 28). Purification was conducted by silica gel chromatography using the Flashmaster II (20 g cartridge) eluting with a 100:0 to 50:50 cyclohexane:ethyl acetate gradient over 40 minutes to give the title compound (26.7 mg) Starting materials: C1(NCCC2=CC=C3C(=C12)C=CC=C3)=O (3,4-dihydro-2H-benzo[h]isoquinolin-1-one), IC=1C=NC=CC1C (3-iodo-4-methyl-pyridine), trans-N,N′-dimethyl-cyclohexyl-1,2-diamine, P(=O)([O-])([O-])[O-].[K+].[K+].[K+] (potassium phosphate). The reagents and catalysts are [Cu](I)I (copper iodide). Run in O1CCOCC1 (1,4-dioxane). The product is CC1=C(C=NC=C1)N1C(C2=C3C(=CC=C2CC1)C=CC=C3)=O (2-(4-Methyl-pyridin-3-yl)-3,4-dihydro-2H-benzo[h]isoquinolin-1-one). Isolated yield 55.4%. RXN SMILES: [C:1]1(=[O:15])[C:10]2[C:5](=[CH:6][CH:7]=[C:8]3[CH:14]=[CH:13][CH:12]=[CH:11][C:9]3=2)[CH2:4][CH2:3][NH:2]1.I[C:17]1[CH:18]=[N:19][CH:20]=[CH:21][C:22]=1[CH3:23].P([O-])([O-])([O-])=O.[K+].[K+].[K+]>[Cu](I)I.O1CCOCC1>[CH3:23][C:22]1[CH:21]=[CH:20][N:19]=[CH:18][C:17]=1[N:2]1[CH2:3][CH2:4][C:5]2[C:10](=[C:9]3[CH:11]=[CH:12][CH:13]=[CH:14][C:8]3=[CH:7][CH:6]=2)[C:1]1=[O:15] |f:2.3.4.5|. Reported procedure: Using analogous reaction conditions as described in Example 1, 3,4-dihydro-2H-benzo[h]isoquinolin-1-one (I-10d: 200 mg, 1.015 mmol) was reacted with 3-iodo-4-methyl-pyridine (266 mg, 1.214 mmol), 1,4-dioxane (15 mL), copper iodide (19 mg, 0.10 mmol), trans-N,N′-dimethyl-cyclohexyl-1,2-diamine (43 mg, 0.302 mmol) and potassium phosphate (538 mg, 2.53 mmol) to afford the crude product. Purification by column chromatography on silica gel (1% methanol in CHCl3) afforded 162 mg of the product (55.47%... Reactants: CCO, CCOC(=O)c1cc(-n2c(Cl)nc(C(F)(F)F)cc2=O)c(F)cc1Cl. Product: CCOC(=O)c1cc(-n2c(OCC)nc(C(F)(F)F)cc2=O)c(F)cc1Cl. As a reaction SMILES: [CH3:26][CH2:27][OH:28].[Cl:1][c:2]1[c:3]([C:4](=[O:5])[O:6][CH2:7][CH3:8])[cH:9][c:10](-[n:14]2[c:15]([Cl:25])[n:16][c:17]([C:21]([F:22])([F:23])[F:24])[cH:18][c:19]2=[O:20])[c:11]([F:13])[cH:12]1>>[Cl:1][c:2]1[c:3]([C:4](=[O:5])[O:6][CH2:7][CH3:8])[cH:9][c:10](-[n:14]2[c:15]([O:28][CH2:27][CH3:26])[n:16][c:17]([C:21]([F:22])([F:23])[F:24])[cH:18][c:19]2=[O:20])[c:11]([F:13])[cH:12]1.